From a dataset of the Open Reaction Database (ORD), a public repository of structured organic reaction records. describe an organic reaction: reactants, conditions, products, and yield Starting materials: ClCCCS(=O)(=O)N1CCC(CC1)C1=NNC2=C(C=C(C=C12)C1=CC=CC=C1)C(=O)N (3-{1-[(3-chloropropyl)sulfonyl]-4-piperidinyl}-5-phenyl-1H-indazole-7-carboxamide), ClCCCS(=O)(=O)N1CCC(CC1)C1=NNC2=C(C=C(C=C12)C1=CC=CC=C1)C(=O)N (3-{1-[(3-chloropropyl)sulfonyl]-4-piperidinyl}-5-phenyl-1H-indazole-7-carboxamide), C(=O)([O-])[O-].[K+].[K+] (K2CO3), OC1CCC(CC1)N (4-hydroxycyclohexylamine), [I-].[Na+] (sodium iodide). Run in CN(C)C=O (DMF). Run at temperature 120 celsius, time 1 minute. The product is OC1CCC(CC1)NCCCS(=O)(=O)N1CCC(CC1)C1=NNC2=C(C=C(C=C12)C1=CC=CC=C1)C(=O)N (3-[1-({3-[(4-hydroxycyclohexyl)amino]propyl}sulfonyl)-4-piperidinyl]-5-phenyl-1H-indazole-7-carboxamide). Isolated yield 54.7%. As a reaction SMILES: Cl[CH2:2][CH2:3][CH2:4][S:5]([N:8]1[CH2:13][CH2:12][CH:11]([C:14]2[C:22]3[C:17](=[C:18]([C:29]([NH2:31])=[O:30])[CH:19]=[C:20]([C:23]4[CH:28]=[CH:27][CH:26]=[CH:25][CH:24]=4)[CH:21]=3)[NH:16][N:15]=2)[CH2:10][CH2:9]1)(=[O:7])=[O:6].C([O-])([O-])=O.[K+].[K+].[OH:38][CH:39]1[CH2:44][CH2:43][CH:42]([NH2:45])[CH2:41][CH2:40]1.[I-].[Na+]>CN(C=O)C>[OH:38][CH:39]1[CH2:44][CH2:43][CH:42]([NH:45][CH2:2][CH2:3][CH2:4][S:5]([N:8]2[CH2:13][CH2:12][CH:11]([C:14]3[C:22]4[C:17](=[C:18]([C:29]([NH2:31])=[O:30])[CH:19]=[C:20]([C:23]5[CH:28]=[CH:27][CH:26]=[CH:25][CH:24]=5)[CH:21]=4)[NH:16][N:15]=3)[CH2:10][CH2:9]2)(=[O:7])=[O:6])[CH2:41][CH2:40]1 |f:1.2.3,5.6|. Reported procedure: To a solution of 3-{1-[(3-chloropropyl)sulfonyl]-4-piperidinyl}-5-phenyl-1H-indazole-7-carboxamide (Intermediate 22) (19 mg, 0.0413 mmol) in DMF (1 mL) was added K2CO3 (25 mg, 0.165 mmol), 4-hydroxycyclohexylamine (33 mg, 0.2065 mmol) and sodium iodide (1.0 mg). The reaction mixture was heated to 120° C. for 14 hrs. The solution was filtered and concentrated. The residue was purified by using a Gilson semi-preparative HPLC system with a YMC ODS-A (C-18) column 50 mm by 20 mm ID, eluting with 10%...